From a dataset of the Open Reaction Database (ORD), a public repository of structured organic reaction records. describe an organic reaction: reactants, conditions, products, and yield The reactants are [N-]=[N+]=[N-].[Na+] (sodium azide), [Cl-].[NH4+] (ammonium chloride), C(#N)C=1C=C(OC2=NC=CC=C2OCCCC2=C(C=NC=C2)O)C=CC1 (2-(3-cyanophenoxy)-3-[3-(3-hydroxypyridin-4-yl)propoxy]pyridine). Run in CN(C)C=O (DMF). Run at temperature 130 celsius, time 1 hour. Product: N1N=NN=C1C=1C=C(OC2=NC=CC=C2OCCCC2=C(C=NC=C2)O)C=CC1 (2-(3-tetrazolylphenoxy)-3-[3-(3-hydroxypyridin-4-yl)propoxy]pyridine). Isolated yield 31.8%. RXN SMILES: [C:1]([C:3]1[CH:4]=[C:5]([CH:24]=[CH:25][CH:26]=1)[O:6][C:7]1[C:12]([O:13][CH2:14][CH2:15][CH2:16][C:17]2[CH:22]=[CH:21][N:20]=[CH:19][C:18]=2[OH:23])=[CH:11][CH:10]=[CH:9][N:8]=1)#[N:2].[N-:27]=[N+:28]=[N-:29].[Na+].[Cl-].[NH4+]>CN(C=O)C>[NH:27]1[C:1]([C:3]2[CH:4]=[C:5]([CH:24]=[CH:25][CH:26]=2)[O:6][C:7]2[C:12]([O:13][CH2:14][CH2:15][CH2:16][C:17]3[CH:22]=[CH:21][N:20]=[CH:19][C:18]=3[OH:23])=[CH:11][CH:10]=[CH:9][N:8]=2)=[N:2][N:29]=[N:28]1 |f:1.2,3.4|. Procedure: 2-(3-Cyanophenoxy)-3-[3-(3-hydroxypyridin-4-yl)propoxy]pyridine (0.85 g, 2.5 mmol) obtained in Example 28 is dissolved in DMF (10 ml), and thereto are added sodium azide (0.20 g, 3.0 mmol) and ammonium chloride (0.16 g, 3.0 mmol). The mixture is stirred at 130° C. for one hour, and the reaction solution is concentrated under reduced pressure. The residue thus obtained is purified by silica gel column chromatography (eluent: acetic acid/ethanol), and recrystallized from ethanol to give the title ... The reactants are OC1=C(OC=CC1=O)C (3-Hydroxy-2-methyl-4-pyrone), [OH-].[Na+] (sodium hydroxide), C(C1=CC=CC=C1)Cl (Benzyl chloride). The solvent is CO (methanol). Yields the product C(C1=CC=CC=C1)OC1=C(OC=CC1=O)C (3-Benzyloxy-2-methyl-4-pyrone). Yield: 73.6%. Reaction SMILES: [OH:1][C:2]1[C:7](=[O:8])[CH:6]=[CH:5][O:4][C:3]=1[CH3:9].[OH-].[Na+].[CH2:12](Cl)[C:13]1[CH:18]=[CH:17][CH:16]=[CH:15][CH:14]=1>CO>[CH2:12]([O:1][C:2]1[C:7](=[O:8])[CH:6]=[CH:5][O:4][C:3]=1[CH3:9])[C:13]1[CH:18]=[CH:17][CH:16]=[CH:15][CH:14]=1 |f:1.2|. Reported procedure: 3-Hydroxy-2-methyl-4-pyrone (22.2 g) in methanol (225 ml) is added to aqueous sodium hydroxide (25 ml H2O containing 7.5 g NaOH). Benzyl chloride (25.5 g) is added and the mixture is refluxed for 6 hours and is then allowed to cool overnight. The bulk of the methanol is removed under vacuum and the residue is treated with water (50 ml). The mixture is extracted into dichloromethane (3×25 ml). The extracts are combined, washed with 5% w/v NaOH (2×25 ml), then water (2×25 ml) and dried over magnes...